This data is from the Open Reaction Database (ORD), a public repository of structured organic reaction records. The task is: describe an organic reaction: reactants, conditions, products, and yield Starting materials: CC(C(=O)O)c1ccc2c(c1)C=Cc1ccccc1C2Br, [Na+], [Na+], O=C([O-])[O-], C1CCOC1, O. Yields the product CC(C(=O)O)c1ccc2c(c1)C=Cc1ccccc1C2O. Reaction SMILES: [Br:1][CH:2]1[c:3]2[c:4]([cH:18][cH:19][cH:20][cH:21]2)[CH:5]=[CH:6][c:7]2[c:8]1[cH:9][cH:10][c:11]([CH:13]([C:14](=[O:15])[OH:16])[CH3:17])[cH:12]2.[Na+:27].[Na+:28].[O-:29][C:30](=[O:31])[O-:32].[O:22]1[CH2:23][CH2:24][CH2:25][CH2:26]1.[OH2:33]>>[CH:2]1([OH:22])[c:3]2[c:4]([cH:18][cH:19][cH:20][cH:21]2)[CH:5]=[CH:6][c:7]2[c:8]1[cH:9][cH:10][c:11]([CH:13]([C:14](=[O:15])[OH:16])[CH3:17])[cH:12]2. The reactants are Brc1ccc(-c2ccccc2)s1, CN1C(=O)CC(c2ccccc2)C1C=O. The product is CN1C(=O)CC(c2ccccc2)C1C(O)c1ccc(-c2ccccc2)s1. Reaction SMILES: [Br:16][c:17]1[s:18][c:19](-[c:22]2[cH:23][cH:24][cH:25][cH:26][cH:27]2)[cH:20][cH:21]1.[CH:1](=[O:2])[CH:3]1[CH:4]([c:10]2[cH:11][cH:12][cH:13][cH:14][cH:15]2)[CH2:5][C:6](=[O:9])[N:7]1[CH3:8]>>[CH:1]([OH:2])([CH:3]1[CH:4]([c:10]2[cH:11][cH:12][cH:13][cH:14][cH:15]2)[CH2:5][C:6](=[O:9])[N:7]1[CH3:8])[c:17]1[s:18][c:19](-[c:22]2[cH:23][cH:24][cH:25][cH:26][cH:27]2)[cH:20][cH:21]1. Starting materials: ClC=1C=C(C=CC1O)C=1C=C2C(=C(C=NC2=CC1)C(C(C)C)=O)N[C@@H]1CC[C@H](CC1)NC(OC(C)(C)C)=O (tert-butyl trans-4-[6-(3-chloro-4-hydroxyphenyl)-3-isobutyrylquinolin-4-ylamino]cyclohexylcarbamate), C(=O)(C(F)(F)F)O (TFA). Product: N[C@@H]1CC[C@H](CC1)NC1=C(C=NC2=CC=C(C=C12)C1=CC(=C(C=C1)O)Cl)C(C(C)C)=O (1-{4-[trans-4-Aminocyclohexylamino]-6-(3-chloro-4-hydroxyphenyl)quinolin-3-yl}-2-methylpropan-1-one). The yield is 48.8%. RXN SMILES: [Cl:1][C:2]1[CH:3]=[C:4]([C:9]2[CH:10]=[C:11]3[C:16](=[CH:17][CH:18]=2)[N:15]=[CH:14][C:13]([C:19](=[O:23])[CH:20]([CH3:22])[CH3:21])=[C:12]3[NH:24][C@H:25]2[CH2:30][CH2:29][C@H:28]([NH:31]C(=O)OC(C)(C)C)[CH2:27][CH2:26]2)[CH:5]=[CH:6][C:7]=1[OH:8].C(O)(C(F)(F)F)=O>>[NH2:31][C@H:28]1[CH2:29][CH2:30][C@H:25]([NH:24][C:12]2[C:11]3[C:16](=[CH:17][CH:18]=[C:9]([C:4]4[CH:5]=[CH:6][C:7]([OH:8])=[C:2]([Cl:1])[CH:3]=4)[CH:10]=3)[N:15]=[CH:14][C:13]=2[C:19](=[O:23])[CH:20]([CH3:21])[CH3:22])[CH2:26][CH2:27]1. Reported procedure: Following general procedure A-2, tert-butyl trans-4-[6-(3-chloro-4-hydroxyphenyl)-3-isobutyrylquinolin-4-ylamino]cyclohexylcarbamate (39 mg, 0.072 mmol) was reacted with TFA (2 mL) to afford the desired product (15.4 mg, 41%) as a yellow solid: 1H NMR (500 MHz, CD3OD) δ 9.05 (s, 1H), 8.40 (s, 1H), 8.13 (d, J=8.8 Hz, 1H), 7.95 (d, J=8.7 Hz, 1H), 7.72 (d, J=2.3 Hz, 1H), 7.54 (dd, J=8.4, 2.3 Hz, 1H), 7.08 (d, J=8.4 Hz, 1H), 4.31 (s, 1H), 3.80-3.72 (m, 1H), 3.29-3.26 (m, 1H), 2.44 (d, J=12.7 Hz, 2H)... Reactants: C(C=C)N1CC=2C=3C=C(C=NC3N(C2CC1)CC(C)(O)C1=CC=NC=C1)Cl (1-(6-Allyl-3-chloro-5,6,7,8-tetrahydro-1,6,9-triaza-fluoren-9-yl)-2-pyridin-4-yl-propan-2-ol), CN1C(=O)N(C(=O)CC1=O)C (1,3-Dimethyl barbituric acid). Reagents/catalysts: C=1C=CC(=CC1)[P](C=2C=CC=CC2)(C=3C=CC=CC3)[Pd]([P](C=4C=CC=CC4)(C=5C=CC=CC5)C=6C=CC=CC6)([P](C=7C=CC=CC7)(C=8C=CC=CC8)C=9C=CC=CC9)[P](C=1C=CC=CC1)(C=1C=CC=CC1)C=1C=CC=CC1 (Pd(PPh3)4). The solvent is C(Cl)Cl (DCM). Run at time 45 minute. The product is ClC=1C=NC=2N(C=3CCNCC3C2C1)CC(C)(O)C1=CC=NC=C1 (1-(3-chloro-5,6,7,8-tetrahydro-1,6,9-triaza-fluoren-9-yl)-2-pyridin-4-yl-propan-2-ol). Yield: 42.9%. As a reaction SMILES: C([N:4]1[CH2:16][CH2:15][C:14]2[N:13]([CH2:17][C:18]([C:21]3[CH:26]=[CH:25][N:24]=[CH:23][CH:22]=3)([OH:20])[CH3:19])[C:12]3[N:11]=[CH:10][C:9]([Cl:27])=[CH:8][C:7]=3[C:6]=2[CH2:5]1)C=C.CN1C(=O)CC(=O)N(C)C1=O>C(Cl)Cl.C1C=CC([P]([Pd]([P](C2C=CC=CC=2)(C2C=CC=CC=2)C2C=CC=CC=2)([P](C2C=CC=CC=2)(C2C=CC=CC=2)C2C=CC=CC=2)[P](C2C=CC=CC=2)(C2C=CC=CC=2)C2C=CC=CC=2)(C2C=CC=CC=2)C2C=CC=CC=2)=CC=1>[Cl:27][C:9]1[CH:10]=[N:11][C:12]2[N:13]([CH2:17][C:18]([C:21]3[CH:22]=[CH:23][N:24]=[CH:25][CH:26]=3)([OH:20])[CH3:19])[C:14]3[CH2:15][CH2:16][NH:4][CH2:5][C:6]=3[C:7]=2[CH:8]=1 |^1:45,47,66,85|. Procedure details: 1-(6-Allyl-3-chloro-5,6,7,8-tetrahydro-1,6,9-triaza-fluoren-9-yl)-2-pyridin-4-yl-propan-2-ol (260 mg, 0.680 mmol) was dissolved in DCM (7 mL) and N2 was purged into the reaction mixture. 1,3-Dimethyl barbituric acid (318 mg, 2.04 mmol) and Pd(PPh3)4 (15 mg, 0.013 mmol) was added and the mixture stirred for 45 min at RT. After consumption of starting material, the reaction mixture was diluted with saturated potassium carbonate and extracted with DCM (3×50 mL). The combined organic layer was dried...